From a dataset of the Open Reaction Database (ORD), a public repository of structured organic reaction records. describe an organic reaction: reactants, conditions, products, and yield Starting materials: C1CCOC1, CCOC(C)=O, COC(=O)c1cccc(-c2c(F)ccc(C)c2F)n1, [Na+], [OH-]. The product is Cc1ccc(F)c(-c2cccc(C(=O)O)n2)c1F. As a reaction SMILES: [CH2:22]1[O:23][CH2:24][CH2:25][CH2:26]1.[CH3:27][CH2:28][O:29][C:30](=[O:31])[CH3:32].[F:1][c:2]1[c:3](-[c:10]2[cH:11][cH:12][cH:13][c:14]([C:16](=[O:17])[O:18][CH3:19])[n:15]2)[c:4]([F:9])[cH:5][cH:6][c:7]1[CH3:8].[Na+:21].[OH-:20]>>[F:1][c:2]1[c:3](-[c:10]2[cH:11][cH:12][cH:13][c:14]([C:16](=[O:17])[OH:18])[n:15]2)[c:4]([F:9])[cH:5][cH:6][c:7]1[CH3:8]. Reactants: CC(C)c1cc(C(F)(F)F)ccc1C(=O)O, NC1CCCC1N1CCCC1. Yields the product CC(C)c1cc(C(F)(F)F)ccc1C(=O)NC1CCCC1N1CCCC1. Reaction SMILES: [CH:12]([CH3:13])([CH3:14])[c:15]1[c:16]([C:17](=[O:18])[OH:19])[cH:20][cH:21][c:22]([C:24]([F:25])([F:26])[F:27])[cH:23]1.[N:1]1([CH:6]2[CH:7]([NH2:11])[CH2:8][CH2:9][CH2:10]2)[CH2:2][CH2:3][CH2:4][CH2:5]1>>[N:1]1([CH:6]2[CH:7]([NH:11][C:17]([c:16]3[c:15]([CH:12]([CH3:13])[CH3:14])[cH:23][c:22]([C:24]([F:25])([F:26])[F:27])[cH:21][cH:20]3)=[O:18])[CH2:8][CH2:9][CH2:10]2)[CH2:2][CH2:3][CH2:4][CH2:5]1. Starting materials: NO (hydroxylamine), CNC(=S)NCCCCC=1N=CNC1 (N-methyl-N'-[4-(4-imidazolyl)butyl]thiourea), Cl (hydrogen chloride), CNC(SC)=NCCCCC=1N=CNC1 (N,S-dimethyl-N'-[4-(4-imidazolyl)butyl]isothiourea). Yields the product Cl.Cl.CNC(=NCCCCC=1N=CNC1)NO (N-Methyl-N'-hydroxy-N"-[4-(4-imidazolyl)butyl]guanidine dihydrochloride). RXN SMILES: [CH3:1][NH:2][C:3]([NH:5][CH2:6][CH2:7][CH2:8][CH2:9][C:10]1[N:11]=[CH:12][NH:13][CH:14]=1)=S.[ClH:15].CNC(=NCCCCC1N=CNC=1)SC.[NH2:31][OH:32]>>[ClH:15].[ClH:15].[CH3:1][NH:2][C:3]([NH:31][OH:32])=[N:5][CH2:6][CH2:7][CH2:8][CH2:9][C:10]1[N:11]=[CH:12][NH:13][CH:14]=1 |f:4.5.6|. Procedure: When N-methyl-N'-[4-(4-imidazolyl)butyl]thiourea is reacted with methanolic hydrogen chloride by the procedure of Example 1(i) the product is N,S-dimethyl-N'-[4-(4-imidazolyl)butyl]isothiourea which on treatment with hydroxylamine by the procedure of Example 1(ii) gives the title product. Reactants: C(C1=CC=CC=C1)N1N=C(C(=C1)C1=CC=2N=C(NC(C2S1)=O)C1N(CCC1)CC(=O)OCC)C (ethyl {2-[6-(1-benzyl-3-methyl-1H-pyrazol-4-yl)-4-oxo-3,4-dihydrothieno[3,2-d]pyrimidin-2-yl]pyrrolidin-1-yl}acetate), [BH4-].[Na+] (sodium borohydride), [OH-].[Na+] (sodium hydroxide), Cl (Hydrochloric acid). Run in C(C)O (ethanol), O1CCCC1 (tetrahydrofuran), O (water), C(C)(=O)OCC (ethyl acetate). Reaction conditions: time 2 hour. Yields the product C(C1=CC=CC=C1)N1N=C(C(=C1)C1=CC=2N=C(NC(C2S1)=O)C1N(CCC1)CCO)C (6-(1-benzyl-3-methyl-1H-pyrazol-4-yl)-2-[1-(2-hydroxyethyl)pyrrolidin-2-yl]thieno[3,2-d]pyrimidin-4(3H)-one). Yield: 100.1%. Reaction SMILES: [CH2:1]([N:8]1[CH:12]=[C:11]([C:13]2[S:21][C:20]3[C:19](=[O:22])[NH:18][C:17]([CH:23]4[CH2:27][CH2:26][CH2:25][N:24]4[CH2:28][C:29](OCC)=[O:30])=[N:16][C:15]=3[CH:14]=2)[C:10]([CH3:34])=[N:9]1)[C:2]1[CH:7]=[CH:6][CH:5]=[CH:4][CH:3]=1.[BH4-].[Na+].Cl.[OH-].[Na+]>O.C(OCC)(=O)C.C(O)C.O1CCCC1>[CH2:1]([N:8]1[CH:12]=[C:11]([C:13]2[S:21][C:20]3[C:19](=[O:22])[NH:18][C:17]([CH:23]4[CH2:27][CH2:26][CH2:25][N:24]4[CH2:28][CH2:29][OH:30])=[N:16][C:15]=3[CH:14]=2)[C:10]([CH3:34])=[N:9]1)[C:2]1[CH:7]=[CH:6][CH:5]=[CH:4][CH:3]=1 |f:1.2,4.5|. Procedure details: A mixture of ethyl {2-[6-(1-benzyl-3-methyl-1H-pyrazol-4-yl)-4-oxo-3,4-dihydrothieno[3,2-d]pyrimidin-2-yl]pyrrolidin-1-yl}acetate (80 mg) produced in Example 152, step A, sodium borohydride (63 mg), tetrahydrofuran (5 mL) and ethanol (5 mL) was stirred at room temperature for 2 hr. 1M Hydrochloric acid (2 mL) was added to the reaction mixture under ice-cooling, and the mixture was neutralized with 1M aqueous sodium hydroxide solution (2 mL), ethyl acetate (20 mL) and water (20 mL) were added, an... Starting materials: CC(Br)C(=O)Cl, CCOCC, O=C1NC(c2ccccc2)(c2ccccc2)C(=O)N1CO. Product: CC(Br)C(=O)OCN1C(=O)NC(c2ccccc2)(c2ccccc2)C1=O. Reaction SMILES: [Br:22][CH:23]([C:24](=[O:25])[Cl:26])[CH3:27].[CH2:28]([O:29][CH2:30][CH3:31])[CH3:32].[c:1]1([C:7]2([c:16]3[cH:17][cH:18][cH:19][cH:20][cH:21]3)[C:8](=[O:15])[N:9]([CH2:13][OH:14])[C:10](=[O:12])[NH:11]2)[cH:2][cH:3][cH:4][cH:5][cH:6]1>>[c:1]1([C:7]2([c:16]3[cH:17][cH:18][cH:19][cH:20][cH:21]3)[C:8](=[O:15])[N:9]([CH2:13][O:14][C:24]([CH:23]([Br:22])[CH3:27])=[O:25])[C:10](=[O:12])[NH:11]2)[cH:2][cH:3][cH:4][cH:5][cH:6]1. Starting materials: C[C@@H]1O[C@@H]1C (cis-2,3-dimethyl-oxirane), [Cl-].[NH4+] (ammonium chloride), C[C@@H]1O[C@@H]1C (cis-2,3-dimethyl-oxirane), CCOCC.[Mg+2].[Br-].[Br-] (magnesium bromide diethyl etherate), C1(=CC=CC=C1)[C@H](C)N ((S)-(−)-1-phenyl-ethylamine). Run in O1CCCC1 (tetrahydrofuran). Run at temperature 90 celsius. Product: C1(=CC=CC=C1)C(C)NC(C(C)O)C (3-(1-phenyl-ethylamino)-butan-2-ol). Isolated yield 60.0%. RXN SMILES: [CH3:1][C@H:2]1[C@@H:4]([CH3:5])[O:3]1.CCOCC.[Mg+2].[Br-].[Br-].[C:14]1([C@@H:20]([NH2:22])[CH3:21])[CH:19]=[CH:18][CH:17]=[CH:16][CH:15]=1.[Cl-].[NH4+]>O1CCCC1>[C:14]1([CH:20]([NH:22][CH:4]([CH3:5])[CH:2]([OH:3])[CH3:1])[CH3:21])[CH:19]=[CH:18][CH:17]=[CH:16][CH:15]=1 |f:1.2.3.4,6.7|. Reported procedure: To a solution of 0.445 ml (5 mmol) cis-2,3-dimethyl-oxirane in 5 ml tetrahydrofuran was added at room temperature 0.26 g (1 mmol) magnesium bromide diethyl etherate. The mixture was treated under argon with stirring with 0.67 ml (5.5 mmol) (S)-(−)-1-phenyl-ethylamine. The yellow suspension was heated at 90° C. in a dosed container for 110 hours, whereby after 21 and 64 hours 0.25 ml and 0.122 ml respectively of cis-2,3-dimethyl-oxirane was added. The reaction mixture was cooled to room temperatu...